From a dataset of the Open Reaction Database (ORD), a public repository of structured organic reaction records. describe an organic reaction: reactants, conditions, products, and yield Reactants: C(=O)O (formic acid), N (ammonia). Yields the product C(=O)[O-].C(=O)[O-].C(=O)[O-].C(=O)[O-].[NH4+].[NH4+].[NH4+].[NH4+] (ammonium tetraformate). RXN SMILES: [CH:1]([OH:3])=[O:2].[NH3:4]>>[CH:1]([O-:3])=[O:2].[CH:1]([O-:3])=[O:2].[CH:1]([O-:3])=[O:2].[CH:1]([O-:3])=[O:2].[NH4+:4].[NH4+:4].[NH4+:4].[NH4+:4] |f:2.3.4.5.6.7.8.9|. Procedure: A 85% w/w solution of ammonium tetraformate was prepared by the reaction of 98-100% strength formic acid (1 mole, 46 g) with concentrated aqueous ammonia solution (12.9 g solution containing 33% w/w NH3 =0.25 mole, 4.25 g). The reactants are Nc1ccc(Sc2ccccc2)cc1Br, CC(C)(C)c1cccc(C(C)(C)C)n1, O=C(Cl)C(=O)Cl, ClCCl, CN(C)C=O, CC(O)(C(=O)O)C(F)(F)F. Yields the product CC(O)(C(=O)Nc1ccc(Sc2ccccc2)cc1Br)C(F)(F)F. As a reaction SMILES: [Br:17][c:18]1[c:19]([NH2:20])[cH:21][cH:22][c:23]([S:25][c:26]2[cH:27][cH:28][cH:29][cH:30][cH:31]2)[cH:24]1.[C:32]([c:33]1[cH:34][cH:35][cH:36][c:37]([C:38]([CH3:39])([CH3:40])[CH3:41])[n:42]1)([CH3:43])([CH3:44])[CH3:45].[Cl:1][C:2]([C:3]([Cl:4])=[O:5])=[O:6].[Cl:46][CH2:47][Cl:48].[O:49]=[CH:50][N:51]([CH3:52])[CH3:53].[OH:7][C:8]([C:9](=[O:10])[OH:11])([C:12]([F:13])([F:14])[F:15])[CH3:16]>>[OH:7][C:8]([C:9](=[O:10])[NH:20][c:19]1[c:18]([Br:17])[cH:24][c:23]([S:25][c:26]2[cH:27][cH:28][cH:29][cH:30][cH:31]2)[cH:22][cH:21]1)([C:12]([F:13])([F:14])[F:15])[CH3:16]. Starting materials: C1CCOC1, Nc1ccccc1Oc1c(C(=O)O)[nH]c2ccccc12. Yields the product O=C1Nc2ccccc2Oc2c1[nH]c1ccccc21. RXN SMILES: [CH2:21]1[O:22][CH2:23][CH2:24][CH2:25]1.[NH2:1][c:2]1[c:3]([O:4][c:5]2[c:6]([C:14](=[O:15])[OH:16])[nH:7][c:8]3[cH:9][cH:10][cH:11][cH:12][c:13]23)[cH:17][cH:18][cH:19][cH:20]1>>[NH:1]1[c:2]2[c:3]([cH:17][cH:18][cH:19][cH:20]2)[O:4][c:5]2[c:6]([nH:7][c:8]3[cH:9][cH:10][cH:11][cH:12][c:13]23)[C:14]1=[O:15]. The reactants are Cc1c(C)c2c(c(C)c1O)CCC(C)(COc1ccc(C=C3SC(=O)NC3=O)cc1)O2, O=C1CSC(=O)N1. Yields the product Cc1c(C)c2c(c(C)c1O)CCC(C)(COc1ccc(CC3SC(=O)NC3=O)cc1)O2. RXN SMILES: [OH:8][c:9]1[c:10]([CH3:38])[c:11]2[c:16]([c:17]([CH3:20])[c:18]1[CH3:19])[O:15][C:14]([CH3:21])([CH2:22][O:23][c:24]1[cH:25][cH:26][c:27]([CH:30]=[C:31]3[C:32](=[O:37])[NH:33][C:34](=[O:36])[S:35]3)[cH:28][cH:29]1)[CH2:13][CH2:12]2.[S:1]1[CH2:2][C:3](=[O:4])[NH:5][C:6]1=[O:7]>>[OH:8][c:9]1[c:10]([CH3:38])[c:11]2[c:16]([c:17]([CH3:20])[c:18]1[CH3:19])[O:15][C:14]([CH3:21])([CH2:22][O:23][c:24]1[cH:25][cH:26][c:27]([CH2:30][CH:31]3[C:32](=[O:37])[NH:33][C:34](=[O:36])[S:35]3)[cH:28][cH:29]1)[CH2:13][CH2:12]2. Starting materials: OBO, COC(=O)c1cc(Cl)ccc1NC(=O)COCC(=O)Nc1cc(Br)ccc1C, COc1ccccc1. RXN SMILES: [BH:1]([OH:2])[OH:3].[CH3:12][O:13][C:14]([c:15]1[c:16]([NH:22][C:23]([CH2:24][O:25][CH2:26][C:27](=[O:28])[NH:29][c:30]2[c:31]([CH3:37])[cH:32][cH:33][c:34]([Br:36])[cH:35]2)=[O:38])[cH:17][cH:18][c:19]([Cl:21])[cH:20]1)=[O:39].[CH3:4][O:5][c:6]1[cH:7][cH:8][cH:9][cH:10][cH:11]1>>[CH3:4][O:5][c:6]1[c:7](-[c:34]2[cH:33][cH:32][c:31]([CH3:37])[c:30]([NH:29][C:27]([CH2:26][O:25][CH2:24][C:23]([NH:22][c:16]3[c:15]([C:14]([O:13][CH3:12])=[O:39])[cH:20][c:19]([Cl:21])[cH:18][cH:17]3)=[O:38])=[O:28])[cH:35]2)[cH:8][cH:9][cH:10][cH:11]1. Yields the product COC(=O)c1cc(Cl)ccc1NC(=O)COCC(=O)Nc1cc(-c2ccccc2OC)ccc1C. The yield is 90.0%. Procedure details: 2[1-(4-(4-chlorobenzyl)piperidin)]ethyl methyl ketone. To a solution of 4-(4-chlorobenzyl)piperidine (1.0 g, 4.78 mmol) in methyl vinyl ketone (1.0 ml) was added H2O (1 drop) and the resulting solution stirred at 110° C. for 2 h. The crude mixture was purified by filtration on silica gel using CH2Cl2/MeOH as eluant to afford the title compound (1.20 g, 90%) as a pale yellow oil: 1H NMR (CDCl3) 1.35-1.55 (m, 5H), 1.63 (d, J=12.3, 2H), 2.055 (t, J=9.6, 2H), 2.154: (s, 2H), 2.40 (d, J=6.3, 2H), 2.7... Reagents/catalysts: O (H2O). Reactants: ClC1=CC=C(CC2CCNCC2)C=C1 (4-(4-chlorobenzyl)piperidine), C(=C)C(=O)C (methyl vinyl ketone), 2[1-(4-(4-chlorobenzyl)piperidin)]ethyl methyl ketone. As a reaction SMILES: [Cl:1][C:2]1[CH:14]=[CH:13][C:5]([CH2:6][CH:7]2[CH2:12][CH2:11][NH:10][CH2:9][CH2:8]2)=[CH:4][CH:3]=1.[CH:15]([C:17]([CH3:19])=[O:18])=[CH2:16]>O>[ClH:1].[Cl:1][C:2]1[CH:3]=[CH:4][C:5]([CH2:6][CH:7]2[CH2:8][CH2:9][N:10]([CH2:16][CH2:15][CH:17]([OH:18])[CH3:19])[CH2:11][CH2:12]2)=[CH:13][CH:14]=1 |f:3.4|. Product: Cl.ClC1=CC=C(CC2CCN(CC2)CCC(C)O)C=C1 (4-(4-chlorobenzyl)-1-(3-hydroxybutyl)piperidine hydrochloride). Run at temperature 110 celsius, time 2 hour.